This data is from the Open Reaction Database (ORD), a public repository of structured organic reaction records. The task is: describe an organic reaction: reactants, conditions, products, and yield Starting materials: CC(=O)N1CCC2(CC1)Cc1ccc([N+](=O)[O-])cc1C2=O, O=C([O-])O, CC(=O)O, [Cl-], [Cl-], [Cl-], Cl, [Na+], [Na+], [OH-], O, [Ti+3]. Yields the product CC(=O)N1CCC2(CC1)Cc1ccc(N)cc1C2=O. Reaction SMILES: [C:1]([CH3:2])(=[O:3])[N:4]1[CH2:5][CH2:6][C:7]2([C:8](=[O:19])[c:9]3[cH:10][c:11]([N+:16]([O-:17])=[O:18])[cH:12][cH:13][c:14]3[CH2:15]2)[CH2:20][CH2:21]1.[C:22](=[O:23])([OH:24])[O-:25].[CH3:29][C:30](=[O:31])[OH:32].[Cl-:35].[Cl-:37].[Cl-:38].[ClH:33].[Na+:26].[Na+:28].[OH-:27].[OH2:34].[Ti+3:36]>>[C:1]([CH3:2])(=[O:3])[N:4]1[CH2:5][CH2:6][C:7]2([C:8](=[O:19])[c:9]3[cH:10][c:11]([NH2:16])[cH:12][cH:13][c:14]3[CH2:15]2)[CH2:20][CH2:21]1. Reactants: COC(=O)C1CSCc2c(O)cc(OC)c(C)c2C(=O)OCCCCC(=S)N1, CO, CCOC(C)=O, NCCCO. The product is COc1cc(O)c2c(c1C)C(=O)OCCCCC(=S)NC(C(=O)NCCCO)CSC2. RXN SMILES: [CH3:1][O:2][C:3](=[O:4])[CH:5]1[CH2:6][S:7][CH2:8][c:9]2[c:10]([c:21]([CH3:28])[c:22]([O:26][CH3:27])[cH:23][c:24]2[OH:25])[C:11](=[O:20])[O:12][CH2:13][CH2:14][CH2:15][CH2:16][C:17](=[S:19])[NH:18]1.[CH3:34][OH:35].[CH3:36][CH2:37][O:38][C:39](=[O:40])[CH3:41].[NH2:29][CH2:30][CH2:31][CH2:32][OH:33]>>[C:3](=[O:4])([CH:5]1[CH2:6][S:7][CH2:8][c:9]2[c:10]([c:21]([CH3:28])[c:22]([O:26][CH3:27])[cH:23][c:24]2[OH:25])[C:11](=[O:20])[O:12][CH2:13][CH2:14][CH2:15][CH2:16][C:17](=[S:19])[NH:18]1)[NH:29][CH2:30][CH2:31][CH2:32][OH:33]. Conditions: time 2 hour. Reaction SMILES: [C:1]([O:5][C:6](=[O:54])[N:7]([CH2:17][C@@H:18]([OH:53])[C@@H:19]([NH:29][C:30](=[O:52])[C:31]1[CH:36]=[C:35]([C:37](=[O:48])[NH:38][CH:39]([C:41]2[CH:46]=[CH:45][C:44]([F:47])=[CH:43][CH:42]=2)[CH3:40])[CH:34]=[C:33]([C:49](=[O:51])[CH3:50])[CH:32]=1)[CH2:20][C:21]1[CH:26]=[C:25]([F:27])[CH:24]=[C:23]([F:28])[CH:22]=1)[CH2:8][C:9]1[CH:14]=[CH:13][CH:12]=[C:11]([O:15][CH3:16])[CH:10]=1)([CH3:4])([CH3:3])[CH3:2].[BH4-].[Na+]>CO>[C:1]([O:5][C:6](=[O:54])[N:7]([CH2:17][C@@H:18]([OH:53])[C@@H:19]([NH:29][C:30](=[O:52])[C:31]1[CH:32]=[C:33]([CH:49]([OH:51])[CH3:50])[CH:34]=[C:35]([C:37](=[O:48])[NH:38][CH:39]([C:41]2[CH:42]=[CH:43][C:44]([F:47])=[CH:45][CH:46]=2)[CH3:40])[CH:36]=1)[CH2:20][C:21]1[CH:26]=[C:25]([F:27])[CH:24]=[C:23]([F:28])[CH:22]=1)[CH2:8][C:9]1[CH:14]=[CH:13][CH:12]=[C:11]([O:15][CH3:16])[CH:10]=1)([CH3:3])([CH3:4])[CH3:2] |f:1.2|. Product: C(C)(C)(C)OC(N(CC1=CC(=CC=C1)OC)C[C@H]([C@H](CC1=CC(=CC(=C1)F)F)NC(C1=CC(=CC(=C1)C(C)O)C(NC(C)C1=CC=C(C=C1)F)=O)=O)O)=O ({(2R,3S)-4-(3,5-Difluoro-phenyl)-3-[3-[1-(4-fluoro-phenyl)-ethylcarbamoyl]-5-(1-hydroxy-ethyl)-benzoylamino]-2-hydroxy-butyl}-(3-methoxy-benzyl)-carbamic acid tert-butyl ester). Yield: 99.5%. Solvent: CO (MeOH). Procedure details: [(2R,3S)-3-{3-Acetyl-5-[1-(4-fluoro-phenyl)-ethylcarbamoyl]-benzoyl-amino}-4-(3,5-difluoro-phenyl)-2-hydroxy-butyl]-(3-methoxy-benzyl)-carbamic acid tert-butyl ester (10 mg, 0.0134 mmol) was dissolved in MeOH (0.1 mL) and sodium borohydride (0.68 mg, 0.0179 mmol) was added. The reaction mixture was stirred at room temperature for 2 h. The mixture was concentrated and partitioned between ethyl acetate and H2O. The organic layer was separated and concentrated under vacuum to give the title compoun... The reactants are C(C)(C)(C)OC(N(CC1=CC(=CC=C1)OC)C[C@H]([C@H](CC1=CC(=CC(=C1)F)F)NC(C1=CC(=CC(=C1)C(NC(C)C1=CC=C(C=C1)F)=O)C(C)=O)=O)O)=O ([(2R,3S)-3-{3-Acetyl-5-[1-(4-fluoro-phenyl)-ethylcarbamoyl]-benzoyl-amino}-4-(3,5-difluoro-phenyl)-2-hydroxy-butyl]-(3-methoxy-benzyl)-carbamic acid tert-butyl ester), [BH4-].[Na+] (sodium borohydride). Reactants: ClC=1C=C2C(=C(C(OC2=C(C1)Cl)=O)C(=O)NCC(=O)O)O ([(6,8-dichloro-4-hydroxy-2-oxo-2H-chromene-3-carbonyl)-amino]-acetic acid), C(C)O (ethanol), O=S(Cl)Cl (SOCl2). The product is C(C)OC(CNC(=O)C=1C(OC2=C(C=C(C=C2C1O)Cl)Cl)=O)=O ([(6,8-Dichloro-4-hydroxy-2-oxo-2H-chromene-3-carbonyl)-amino]-acetic acid ethyl ester). RXN SMILES: [Cl:1][C:2]1[CH:3]=[C:4]2[C:9](=[C:10]([Cl:12])[CH:11]=1)[O:8][C:7](=[O:13])[C:6]([C:14]([NH:16][CH2:17][C:18]([OH:20])=[O:19])=[O:15])=[C:5]2[OH:21].O=S(Cl)Cl.[CH2:26](O)[CH3:27]>>[CH2:26]([O:19][C:18](=[O:20])[CH2:17][NH:16][C:14]([C:6]1[C:7](=[O:13])[O:8][C:9]2[C:4]([C:5]=1[OH:21])=[CH:3][C:2]([Cl:1])=[CH:11][C:10]=2[Cl:12])=[O:15])[CH3:27]. Procedure details: To a mixture of [(6,8-dichloro-4-hydroxy-2-oxo-2H-chromene-3-carbonyl)-amino]-acetic acid (100 mg, 0.30 mmol) in ethanol (6 mL) was added SOCl2 dropwise. Resulting mixture was refluxed for 1.5 h. After cooled, white precipitate was collected, rinsed with ethanol and dried to give the title compound (94 mg). MS ESI(+) m/e: 362, 360 (M+1). Starting materials: C1CCOC1, COC(=O)c1cc(N2CCOCC2)cc2c1nc(C)n2Cc1cccc(C)c1F, [Li+], [OH-]. Yields the product Cc1cccc(Cn2c(C)nc3c(C(=O)O)cc(N4CCOCC4)cc32)c1F. RXN SMILES: [CH2:32]1[O:33][CH2:34][CH2:35][CH2:36]1.[F:1][c:2]1[c:3]([CH2:9][n:10]2[c:11]([CH3:29])[n:12][c:13]3[c:14]2[cH:15][c:16]([N:23]2[CH2:24][CH2:25][O:26][CH2:27][CH2:28]2)[cH:17][c:18]3[C:19](=[O:20])[O:21][CH3:22])[cH:4][cH:5][cH:6][c:7]1[CH3:8].[Li+:31].[OH-:30]>>[F:1][c:2]1[c:3]([CH2:9][n:10]2[c:11]([CH3:29])[n:12][c:13]3[c:14]2[cH:15][c:16]([N:23]2[CH2:24][CH2:25][O:26][CH2:27][CH2:28]2)[cH:17][c:18]3[C:19](=[O:20])[OH:21])[cH:4][cH:5][cH:6][c:7]1[CH3:8].